This data is from the Open Reaction Database (ORD), a public repository of structured organic reaction records. The task is: describe an organic reaction: reactants, conditions, products, and yield Starting materials: Cn1ncc2c(Br)cncc21, CCCC[N+](CCCC)(CCCC)CCCC, C1CCOC1, C[Si](C)(C)C#Cc1cccc(NC(=O)c2ccccc2)c1, [Cu]I, [F-], Cl[Pd]Cl, c1ccc(P(c2ccccc2)c2ccccc2)cc1, c1ccc(P(c2ccccc2)c2ccccc2)cc1. Product: Cn1ncc2c(C#Cc3cccc(NC(=O)c4ccccc4)c3)cncc21. Reaction SMILES: [Br:1][c:2]1[c:3]2[c:4]([cH:5][n:6][cH:7]1)[n:8]([CH3:11])[n:9][cH:10]2.[CH2:34]([N+:35]([CH2:36][CH2:37][CH2:38][CH3:39])([CH2:40][CH2:41][CH2:42][CH3:43])[CH2:44][CH2:45][CH2:46][CH3:47])[CH2:48][CH2:49][CH3:50].[CH2:51]1[O:52][CH2:53][CH2:54][CH2:55]1.[CH3:12][Si:13]([CH3:14])([CH3:15])[C:16]#[C:17][c:18]1[cH:19][c:20]([NH:24][C:25]([c:26]2[cH:27][cH:28][cH:29][cH:30][cH:31]2)=[O:32])[cH:21][cH:22][cH:23]1.[Cu:97][I:98].[F-:33].[Pd:56]([Cl:57])[Cl:58].[c:59]1([P:60]([c:61]2[cH:62][cH:63][cH:64][cH:65][cH:66]2)[c:67]2[cH:68][cH:69][cH:70][cH:71][cH:72]2)[cH:73][cH:74][cH:75][cH:76][cH:77]1.[c:78]1([P:79]([c:80]2[cH:81][cH:82][cH:83][cH:84][cH:85]2)[c:86]2[cH:87][cH:88][cH:89][cH:90][cH:91]2)[cH:92][cH:93][cH:94][cH:95][cH:96]1>>[c:2]1([C:16]#[C:17][c:18]2[cH:19][c:20]([NH:24][C:25]([c:26]3[cH:27][cH:28][cH:29][cH:30][cH:31]3)=[O:32])[cH:21][cH:22][cH:23]2)[c:3]2[c:4]([cH:5][n:6][cH:7]1)[n:8]([CH3:11])[n:9][cH:10]2.